From a dataset of the Open Reaction Database (ORD), a public repository of structured organic reaction records. describe an organic reaction: reactants, conditions, products, and yield The reactants are C(C)O/C=C(/C(C(F)(F)F)=O)\C ((E)-4-ethoxy-1,1,1-trifluoro-3-methylbut-3-en-2-one), C(C)O/C=C(/C(C(F)(F)F)=O)\C ((E)-4-ethoxy-1,1,1-trifluoro-3-methylbut-3-en-2-one), O.NN (Hydrazine hydrate). Solvent: CCO (EtOH). Run at temperature 80 celsius, time 2 hour. Product: CC=1C(=NNC1)C(F)(F)F (4-Methyl-3-(trifluoromethyl)-1H-pyrazole). Isolated yield 93.2%. As a reaction SMILES: C(O/[CH:4]=[C:5](\[CH3:12])/[C:6](=O)[C:7]([F:10])([F:9])[F:8])C.O.[NH2:14][NH2:15]>CCO>[CH3:12][C:5]1[C:6]([C:7]([F:10])([F:9])[F:8])=[N:14][NH:15][CH:4]=1 |f:1.2|. Procedure details: Into a 100-mL round-bottom flask, was placed (E)-4-ethoxy-1,1,1-trifluoro-3-methylbut-3-en-2-one (compound 261.1, 2.6 g, 14.3 mmol) in EtOH (20 mL). Hydrazine hydrate (1.8 mL, 38 mmol) was added and the resulting solution was stirred for 2 h at 80° C. The reaction was concentrated under reduced pressure to obtain the title compound as a yellow oil (2 g, crude). Starting materials: Cl.CC1=NOC(=C1CC(=O)O)C (2-(3,5-dimethylisoxazol-4-yl)acetic acid hydrochloride), N[C@H](C(=O)NC1=CC=C(C=C1)OC1=CC=C(C=C1)F)COCC1=CC=CC=C1 ((S)-2-amino-3-(benzyloxy)-N-(4-(4-fluorophenoxy)phenyl)propanamide). The product is Compound 150, C(C1=CC=CC=C1)OC[C@@H](C(=O)NC1=CC=C(C=C1)OC1=CC=C(C=C1)F)NC(CC=1C(=NOC1C)C)=O ((S)-3-(benzyloxy)-2-(2-(3,5-dimethylisoxazol-4-yl)acetamido)-N-(4-(4-fluorophenoxy)phenyl)propanamide). The yield is 72.0%. Reaction SMILES: Cl.[CH3:2][C:3]1[C:7]([CH2:8][C:9]([OH:11])=O)=[C:6]([CH3:12])[O:5][N:4]=1.[NH2:13][C@@H:14]([CH2:32][O:33][CH2:34][C:35]1[CH:40]=[CH:39][CH:38]=[CH:37][CH:36]=1)[C:15]([NH:17][C:18]1[CH:23]=[CH:22][C:21]([O:24][C:25]2[CH:30]=[CH:29][C:28]([F:31])=[CH:27][CH:26]=2)=[CH:20][CH:19]=1)=[O:16]>>[CH2:34]([O:33][CH2:32][C@H:14]([NH:13][C:9](=[O:11])[CH2:8][C:7]1[C:3]([CH3:2])=[N:4][O:5][C:6]=1[CH3:12])[C:15]([NH:17][C:18]1[CH:23]=[CH:22][C:21]([O:24][C:25]2[CH:30]=[CH:29][C:28]([F:31])=[CH:27][CH:26]=2)=[CH:20][CH:19]=1)=[O:16])[C:35]1[CH:40]=[CH:39][CH:38]=[CH:37][CH:36]=1 |f:0.1|. Reported procedure: Proceeding as in Example 1, but substituting 2-(3,5-dimethylisoxazol-4-yl)acetic acid hydrochloride and (S)-2-amino-3-(benzyloxy)-N-(4-(4-fluorophenoxy)phenyl)propanamide, gave Compound 150, (S)-3-(benzyloxy)-2-(2-(3,5-dimethylisoxazol-4-yl)acetamido)-N-(4-(4-fluorophenoxy)phenyl)propanamide (48 mg, 72%); Major isomer: 1H-NMR (400 MHz, DMSO-D6): σ 10.22 (br s, 1H), 8.52-8.50 (d, 1H), 7.63-7.60 (d, 2H), 7.33-7.27 (m, 5H), 7.23-7.19 (t, 2H), 7.03-6.98 (m, 4H), 4.73-4.68 (m, 1H), 4.53 (s, 2H), 3.70... Starting materials: C1(=CC=CC=C1)P(C1=CC=CC=C1)C1=CC=CC=C1 (triphenylphosphine), C1(=CC=CC=C1)P(C1=CC=CC=C1)C1=CC=CC=C1 (triphenylphosphine), C1(=CC=CC=C1)C(=CC1=CC=CC=C1)NC(C(F)(F)F)=O (N-(1,2-diphenylethenyl)-trifluoroacetamide), C(Cl)Cl (methylene chloride). Solvent: C(Cl)(Cl)(Cl)Cl (carbon tetrachloride), C(Cl)(Cl)(Cl)Cl (carbon tetrachloride). Run at time 16 hour. The product is C1(=CC=CC=C1)C(=CC1=CC=CC=C1)N=C(C(F)(F)F)Cl (N-[1,2-diphenylethenyl]-trifluoro-ethanimidoyl chloride). RXN SMILES: [C:1]1([C:7]([NH:15][C:16](=O)[C:17]([F:20])([F:19])[F:18])=[CH:8][C:9]2[CH:14]=[CH:13][CH:12]=[CH:11][CH:10]=2)[CH:6]=[CH:5][CH:4]=[CH:3][CH:2]=1.C1(P(C2C=CC=CC=2)C2C=CC=CC=2)C=CC=CC=1.C(Cl)[Cl:42]>C(Cl)(Cl)(Cl)Cl>[C:1]1([C:7]([N:15]=[C:16]([Cl:42])[C:17]([F:20])([F:19])[F:18])=[CH:8][C:9]2[CH:14]=[CH:13][CH:12]=[CH:11][CH:10]=2)[CH:6]=[CH:5][CH:4]=[CH:3][CH:2]=1. Procedure: 18.4 g of the product of Step A were refluxed for 4 hours in 320 ml of methylene chloride, 18.22 g of triphenylphosphine and 6.7 ml of carbon tetrachloride. 9.11 g of triphenylphosphine in 3.35 ml of carbon tetrachloride were added without reflux and after heating for a further one hour at reflux, the mixture stood for 16 hours at ambient temperature. The solvents were expelled under reduced pressure and the residue was triturated in a 1-1 mixture of ether and methylene chloride, then separated.... Starting materials: C(C=C)(=O)O (acrylic acid), O (water), [OH-].[Na+] (sodium hydroxide), polystyrene, S(=O)(=O)([O-])OOS(=O)(=O)[O-].[Na+].[Na+] (sodium persulfate), O (water), S(=O)(=O)(OCCCCCCCCCCCC)[O-].[Na+] (sodium dodecyl sulfate), C=C1C(=O)OC(C1)C (α-methylene-γ-valerolactone), S(=O)(=O)(OCCCCCCCCCCCC)[O-].[Na+] (sodium dodecyl sulfate). Run at temperature 73 celsius, time 60 minute. Product: C=C1C(=O)OC(C1)C.C(C=C)(=O)O (α-methylene-γ-valerolactone acrylic acid). As a reaction SMILES: O.S([O-])(OCCCCCCCCCCCC)(=O)=O.[Na+].[CH2:20]=[C:21]1[CH2:26][CH:25]([CH3:27])[O:24][C:22]1=[O:23].[C:28]([OH:32])(=[O:31])[CH:29]=[CH2:30].S(OOS([O-])(=O)=O)([O-])(=O)=O.[Na+].[Na+].[OH-].[Na+]>>[CH2:20]=[C:21]1[CH2:26][CH:25]([CH3:27])[O:24][C:22]1=[O:23].[C:28]([OH:32])(=[O:31])[CH:29]=[CH2:30] |f:1.2,5.6.7,8.9,10.11|. Procedure: To a 50 mL round bottom flask equipped with a magnetic stir bar was added 6.172 g (0.343 mol) water and 0.078 g (2.70×10−4 mol) sodium dodecyl sulfate (20% aqueous solution). The mixture was heated under flowing nitrogen to 73° C., at which point a monomer mixture consisting of 2.913 g (2.58×10−2 mol) α-methylene-γ-valerolactone that had been previously fractionally distilled and filtered over basic alumina and 0.154 g (2.56×10−3 mol) acrylic acid were added via syringe pump over 120 minutes. Af...